Dataset: the Open Reaction Database (ORD), a public repository of structured organic reaction records. Task: describe an organic reaction: reactants, conditions, products, and yield Starting materials: [H-].[Na+] (NaH), C(C(O)(C1=CC=CC=C1)C1=CC=CC=C1)(=O)OCC (ethyl benzilate), CON=C(C(=O)NC)C1=C(C=CC=C1)COC1=NC=C(C=C1Cl)C(=O)O (α-(methoxyimino)-N-methyl-2-[[[3-chloro-5-(carboxy)-2-pyridinyl]oxy]methyl]-benzeneacetamide), C(=O)(N1C=NC=C1)N1C=NC=C1 (carbonyldiimidazole), [N-]1C=NC=C1 (imidazolide). Run in hexanes, C1CCOC1 (THF), C1CCOC1 (THF), O (water). Run at time 1 hour. Yields the product CON=C(C(=O)NC)C1=C(C=CC=C1)COC1=NC=C(C=C1Cl)C(=O)OC(C1=CC=CC=C1)(C1=CC=CC=C1)C(=O)OCC (α-(methoxyimino)-N-methyl-2-[[[3-chloro-5-(ethoxycarbonyldiphenylmethoxycarbonyl)-2-pyridinyl]oxy]methyl]-benzeneacetamide). Yield: 61.5%. Reaction SMILES: [CH3:1][O:2][N:3]=[C:4]([C:9]1[CH:14]=[CH:13][CH:12]=[CH:11][C:10]=1[CH2:15][O:16][C:17]1[C:22]([Cl:23])=[CH:21][C:20]([C:24]([OH:26])=[O:25])=[CH:19][N:18]=1)[C:5]([NH:7][CH3:8])=[O:6].C(N1C=CN=C1)(N1C=CN=C1)=O.[H-].[Na+].[C:41]([O:57][CH2:58][CH3:59])(=[O:56])[C:42]([C:50]1[CH:55]=[CH:54][CH:53]=[CH:52][CH:51]=1)([C:44]1[CH:49]=[CH:48][CH:47]=[CH:46][CH:45]=1)O.[N-]1C=CN=C1>C1COCC1.O>[CH3:1][O:2][N:3]=[C:4]([C:9]1[CH:14]=[CH:13][CH:12]=[CH:11][C:10]=1[CH2:15][O:16][C:17]1[C:22]([Cl:23])=[CH:21][C:20]([C:24]([O:26][C:42]([C:41]([O:57][CH2:58][CH3:59])=[O:56])([C:50]2[CH:51]=[CH:52][CH:53]=[CH:54][CH:55]=2)[C:44]2[CH:49]=[CH:48][CH:47]=[CH:46][CH:45]=2)=[O:25])=[CH:19][N:18]=1)[C:5]([NH:7][CH3:8])=[O:6] |f:2.3|. Reported procedure: The product of Example 38 (0.5 g, 1.32 mmol) was dissolved in 15 mL THF to which was added carbonyldiimidazole (0.24 g, 1.48 mmol). The solution was stirred at room temperature for one hour. NaH (60% dispersion in mineral oil, 0.08 g, 3.2mmol) was washed (2×) with hexanes then suspended in THF (10 mL) to which was added ethyl benzilate (0.40 g, 3.2 mmol). After 20 minutes, the imidazolide intermediate was added dropwise to the solution of alcoholic anion and stirring continued at room temperatur... Starting materials: C(C)(C)(C)NS(=O)(=O)C1=CC(=CC=C1)C1=NC=CC(=C1)C1=NC(=CC(=N1)C1=CC=C(C=C1)Cl)C(F)(F)F (3-{4-[4-(4-chloro-phenyl)-6-trifluoromethyl-pyrimidin-2-yl]-pyridin-2-yl}-benzenesulfonic acid tert-butylamide), C(=O)(C(F)(F)F)O (TFA). Run in ClCCl (dichloromethane). Reaction conditions: time 15 hour. Yields the product ClC1=CC=C(C=C1)C1=NC(=NC(=C1)C(F)(F)F)C1=CC(=NC=C1)C=1C=C(C=CC1)S(=O)(=O)N (3-{4-[4-(4-Chloro-phenyl)-6-trifluoromethyl-pyrimidin-2-yl]-pyridin-2-yl}-benzenesulfonamide). Isolated yield 84.3%. Reaction SMILES: C([NH:5][S:6]([C:9]1[CH:14]=[CH:13][CH:12]=[C:11]([C:15]2[CH:20]=[C:19]([C:21]3[N:26]=[C:25]([C:27]4[CH:32]=[CH:31][C:30]([Cl:33])=[CH:29][CH:28]=4)[CH:24]=[C:23]([C:34]([F:37])([F:36])[F:35])[N:22]=3)[CH:18]=[CH:17][N:16]=2)[CH:10]=1)(=[O:8])=[O:7])(C)(C)C.C(O)(C(F)(F)F)=O>ClCCl>[Cl:33][C:30]1[CH:29]=[CH:28][C:27]([C:25]2[CH:24]=[C:23]([C:34]([F:36])([F:37])[F:35])[N:22]=[C:21]([C:19]3[CH:18]=[CH:17][N:16]=[C:15]([C:11]4[CH:10]=[C:9]([S:6]([NH2:5])(=[O:8])=[O:7])[CH:14]=[CH:13][CH:12]=4)[CH:20]=3)[N:26]=2)=[CH:32][CH:31]=1. Procedure: To a cooled and stirred solution of 3-{4-[4-(4-chloro-phenyl)-6-trifluoromethyl-pyrimidin-2-yl]-pyridin-2-yl}-benzenesulfonic acid tert-butylamide (0.41 g) in dichloromethane (6 mL) was added TFA (6 mL) and the reaction mixture was allowed to stir at room temperature for 15 h. The mixture was evaporated to dryness and saturated NaHCO3 solution (5 mL), diethyl ether and heptane were added. The mixture was stirred at room temperature for 1 h, the precipitate was collected by filtration, washed wit... Starting materials: CN, CCO, O=C1c2ccccc2C(=O)N1Cc1noc(-c2ncn3c2C2CCN2C(=O)c2c(Cl)cccc2-3)n1. Product: NCc1noc(-c2ncn3c2C2CCN2C(=O)c2c(Cl)cccc2-3)n1. As a reaction SMILES: [CH3:36][NH2:37].[CH3:38][CH2:39][OH:40].[Cl:1][c:2]1[cH:3][cH:4][cH:5][c:6]2[c:7]1[C:8](=[O:35])[N:9]1[CH:10]([c:11]3[n:12]-2[cH:13][n:14][c:15]3-[c:16]2[n:17][c:18]([CH2:21][N:22]3[C:23](=[O:24])[c:25]4[cH:26][cH:27][cH:28][cH:29][c:30]4[C:31]3=[O:32])[n:19][o:20]2)[CH2:33][CH2:34]1>>[Cl:1][c:2]1[cH:3][cH:4][cH:5][c:6]2[c:7]1[C:8](=[O:35])[N:9]1[CH:10]([c:11]3[n:12]-2[cH:13][n:14][c:15]3-[c:16]2[n:17][c:18]([CH2:21][NH2:22])[n:19][o:20]2)[CH2:33][CH2:34]1. The reactants are BrC=1C(=C(N2C=CC=CC12)C(=O)\C(\C=C\1/C(N=C(OC1=O)C1=CC=CC=C1)=C)=C\C)C ((5E)-5-{(2E)-2-[(1-bromo-2-methylindolizin-3-yl)carbonyl]but-2-en-1-ylidene}-4-methylidene-2-phenyl-4,5-dihydro-6H-1,3-oxazin-6-one), [OH-].[K+] (potassium hydroxide), Cl (hydrochloric acid). Run in O (water), CN1CCCC1=O (NMP). Yields the product NC1=C(C(=O)O)C=C(C=C1)C(=O)C1=C(C(=C2C=CC=CN12)Br)C (2-amino-5-[(1-bromo-2-methylindolizin-3-yl)carbonyl]benzoic acid). Isolated yield 109.4%. RXN SMILES: [Br:1][C:2]1[C:3]([CH3:31])=[C:4]([C:11](/[C:13](=[CH:29]/[CH3:30])/[CH:14]=[C:15]2\[C:16](=C)[N:17]=C(C3C=CC=CC=3)[O:19][C:20]\2=[O:21])=[O:12])[N:5]2[C:10]=1[CH:9]=[CH:8][CH:7]=[CH:6]2.[OH-].[K+].Cl>O.CN1C(=O)CCC1>[NH2:17][C:16]1[CH:30]=[CH:29][C:13]([C:11]([C:4]2[N:5]3[C:10]([CH:9]=[CH:8][CH:7]=[CH:6]3)=[C:2]([Br:1])[C:3]=2[CH3:31])=[O:12])=[CH:14][C:15]=1[C:20]([OH:19])=[O:21] |f:1.2|. Reported procedure: The (5E)-5-{(2E)-2-[(1-bromo-2-methylindolizin-3-yl)carbonyl]but-2-en-1-ylidene}-4-methylidene-2-phenyl-4,5-dihydro-6H-1,3-oxazin-6-one (18.6 g; 40.4 mmol) is added portionwise to potassium hydroxide (22.7 g; 0.40 mol) in 100 mL of water and 140 mL of NMP. The reaction mixture is heated at reflux for 18 h, cooled to ambient temperature and poured into a hydrochloric acid solution (1 M). The yellow precipitate formed is filtered off and dried under vacuum to give 16.5 g (99%) of a yellow powder.